From a dataset of the Open Reaction Database (ORD), a public repository of structured organic reaction records. describe an organic reaction: reactants, conditions, products, and yield The reactants are ClCCCOC=1C=CC2=C(C(OC(N2)=O)(C)C)C1 (6-(3-chloropropoxy)-4,4-dimethyl-4H-3,1-benzoxazin-2-one), C1(CCCCC1)C1=CC=C(C=C1)S (4-cyclohexyl-thiophenol). Yields the product C1(CCCCC1)C1=CC=C(C=C1)SCCCOC=1C=CC2=C(C(OC(N2)=O)(C)C)C1 (6-[3-(4-Cyclohexyl-phenylmercapto)-propoxy]-4,4-dimethyl-4H-3,1-benzoxazin-2-one). As a reaction SMILES: Cl[CH2:2][CH2:3][CH2:4][O:5][C:6]1[CH:7]=[CH:8][C:9]2[NH:14][C:13](=[O:15])[O:12][C:11]([CH3:17])([CH3:16])[C:10]=2[CH:18]=1.[CH:19]1([C:25]2[CH:30]=[CH:29][C:28]([SH:31])=[CH:27][CH:26]=2)[CH2:24][CH2:23][CH2:22][CH2:21][CH2:20]1>>[CH:19]1([C:25]2[CH:26]=[CH:27][C:28]([S:31][CH2:2][CH2:3][CH2:4][O:5][C:6]3[CH:7]=[CH:8][C:9]4[NH:14][C:13](=[O:15])[O:12][C:11]([CH3:17])([CH3:16])[C:10]=4[CH:18]=3)=[CH:29][CH:30]=2)[CH2:20][CH2:21][CH2:22][CH2:23][CH2:24]1. Procedure: Prepared analogously to Example 1 from 6-(3-chloropropoxy)-4,4-dimethyl-4H-3,1-benzoxazin-2-one and 4-cyclohexyl-thiophenol. The reactants are C(C)OCC (ethyl ether), S(=O)(=O)([O-])[O-].[Na+].[Na+] (sodium sulfate), [H-].[Al+3].[Li+].[H-].[H-].[H-] (lithium aluminum hydride), C=1C=C(C=C(C1)NC2=C(C=CC=N2)C(=O)O)C(F)(F)F (niflumic acid). Yields the product FC(C=1C=C(C=CC1)NC1=NC=CC=C1CO)(F)F (2-[(3-Trifluoromethylphenyl)amino]-3-pyridylmethanol). Run in O1CCCC1 (tetrahydrofuran), C(C)(=O)OCC (ethyl acetate). Procedure: 500 ml of anhydrous ethyl ether are run gently onto 26 g of lithium aluminum hydride, and 100 g of niflumic acid, dissolved in 250 ml of anhydrous tetrahydrofuran, are then added dropwise. The mixture is then brought to reflux for 3 hours. After cooling, it is hydrolyzed with 150 ml of ethyl acetate and 100 ml of saturated sodium sulfate solution. After filtration, the filtrate is concentrated to obtain the expected compound in the form of a yellow solid. Isolated yield 85.0%. RXN SMILES: C(OCC)C.[H-].[Al+3].[Li+].[H-].[H-].[H-].[CH:12]1[CH:13]=[C:14]([C:28]([F:31])([F:30])[F:29])[CH:15]=[C:16]([NH:18][C:19]2[N:24]=[CH:23][CH:22]=[CH:21][C:20]=2[C:25](O)=[O:26])[CH:17]=1.S([O-])([O-])(=O)=O.[Na+].[Na+]>O1CCCC1.C(OCC)(=O)C>[F:30][C:28]([F:29])([F:31])[C:14]1[CH:15]=[C:16]([NH:18][C:19]2[C:20]([CH2:25][OH:26])=[CH:21][CH:22]=[CH:23][N:24]=2)[CH:17]=[CH:12][CH:13]=1 |f:1.2.3.4.5.6,8.9.10|. Starting materials: C(#N)C=1C(=NC=CC1)NC=1C=C(C(=O)NC2=CC(=CC=C2)C(C)C)C=CC1C (3-(3-cyanopyridin-2-ylamino)-N-(3-isopropylphenyl)-4-methylbenzamide), [N-]=[N+]=[N-].[Na+] (sodium azide), [Cl-].[NH4+] (ammonium chloride). Solvent: CN(C)C=O (DMF). Conditions: temperature 130 celsius. Product: N1N=NN=C1C=1C(=NC=CC1)NC=1C=C(C(=O)NC2=CC(=CC=C2)C(C)C)C=CC1C (3-(3-(1H-tetrazol-5-yl)pyridin-2-ylamino)-N-(3-isopropylphenyl)-4-methylbenzamide). Reaction SMILES: [C:1]([C:3]1[C:4]([NH:9][C:10]2[CH:11]=[C:12]([CH:25]=[CH:26][C:27]=2[CH3:28])[C:13]([NH:15][C:16]2[CH:21]=[CH:20][CH:19]=[C:18]([CH:22]([CH3:24])[CH3:23])[CH:17]=2)=[O:14])=[N:5][CH:6]=[CH:7][CH:8]=1)#[N:2].[N-:29]=[N+:30]=[N-:31].[Na+].[Cl-].[NH4+]>CN(C=O)C>[NH:29]1[C:1]([C:3]2[C:4]([NH:9][C:10]3[CH:11]=[C:12]([CH:25]=[CH:26][C:27]=3[CH3:28])[C:13]([NH:15][C:16]3[CH:21]=[CH:20][CH:19]=[C:18]([CH:22]([CH3:24])[CH3:23])[CH:17]=3)=[O:14])=[N:5][CH:6]=[CH:7][CH:8]=2)=[N:2][N:31]=[N:30]1 |f:1.2,3.4|. Procedure: To 3-(3-cyanopyridin-2-ylamino)-N-(3-isopropylphenyl)-4-methylbenzamide (11 mg, 0.03 mmol), sodium azide (21 mg, 0.30 mmol) and ammonium chloride (17 mg, 0.30 mmol) was added DMF (0.5 mL). The mixture was heated to 130° C. in the microwave for 10 minutes. The reaction was quenched with saturated sodium bicarbonate and extracted with EtOAc. The organic layer was dried over anhydrous sodium sulfate, filtered and concentrated to yield 3-(3-(1H-tetrazol-5-yl)pyridin-2-ylamino)-N-(3-isopropylphenyl)-... Starting materials: CS(=O)(=O)Cl, CS(=O)(=O)c1ccc(-c2cc(C(N)=O)nn2-c2ccc(F)cc2)cc1, c1ccncc1. The product is CS(=O)(=O)c1ccc(-c2cc(C#N)nn2-c2ccc(F)cc2)cc1. As a reaction SMILES: [CH3:26][S:27](=[O:28])(=[O:29])[Cl:30].[F:1][c:2]1[cH:3][cH:4][c:5](-[n:8]2[n:9][c:10]([C:23](=[O:24])[NH2:25])[cH:11][c:12]2-[c:13]2[cH:14][cH:15][c:16]([S:19](=[O:20])(=[O:21])[CH3:22])[cH:17][cH:18]2)[cH:6][cH:7]1.[cH:31]1[cH:32][cH:33][n:34][cH:35][cH:36]1>>[F:1][c:2]1[cH:3][cH:4][c:5](-[n:8]2[n:9][c:10]([C:23]#[N:25])[cH:11][c:12]2-[c:13]2[cH:14][cH:15][c:16]([S:19](=[O:20])(=[O:21])[CH3:22])[cH:17][cH:18]2)[cH:6][cH:7]1. Starting materials: Cc1cc(C)cc(C(C)(C)C)c1, O=S(=O)(O)Cl, ClCCl. The product is Cc1cc(C(C)(C)C)cc(C)c1S(=O)(=O)Cl. Reaction SMILES: [C:1]([CH3:2])([CH3:3])([CH3:4])[c:5]1[cH:6][c:7]([CH3:12])[cH:8][c:9]([CH3:11])[cH:10]1.[Cl:13][S:14](=[O:15])(=[O:16])[OH:17].[Cl:18][CH2:19][Cl:20]>>[C:1]([CH3:2])([CH3:3])([CH3:4])[c:5]1[cH:6][c:7]([CH3:12])[c:8]([S:14]([Cl:13])(=[O:15])=[O:16])[c:9]([CH3:11])[cH:10]1. Isolated yield 49.4%. Reported procedure: Following General Procedure B, 9-bromo-8-methoxythieno[2,3-c]quinolin-4(5H)-one (1.2 g, 3.8 mmol) was reacted with tert-butyl 2-(2-fluoro-4-(4,4,5,5-tetramethyl-1,3,2-dioxaborolan-2-yl)phenyl)propylcarbamate (2.2 g, 5.8 mmol) to afford the desired product (905 mg, 51%) as a brown solid: ESI MS m/z 483 [C26H27FN2O4S+H]+. Reaction SMILES: Br[C:2]1[C:3]2[C:4]3[CH:17]=[CH:16][S:15][C:5]=3[C:6](=[O:14])[NH:7][C:8]=2[CH:9]=[CH:10][C:11]=1[O:12][CH3:13].[F:18][C:19]1[CH:24]=[C:23](B2OC(C)(C)C(C)(C)O2)[CH:22]=[CH:21][C:20]=1[CH:34]([CH3:44])[CH2:35][NH:36][C:37](=[O:43])[O:38][C:39]([CH3:42])([CH3:41])[CH3:40]>>[F:18][C:19]1[CH:24]=[C:23]([C:2]2[C:3]3[C:4]4[CH:17]=[CH:16][S:15][C:5]=4[C:6](=[O:14])[NH:7][C:8]=3[CH:9]=[CH:10][C:11]=2[O:12][CH3:13])[CH:22]=[CH:21][C:20]=1[CH:34]([CH3:44])[CH2:35][NH:36][C:37](=[O:43])[O:38][C:39]([CH3:41])([CH3:40])[CH3:42]. Reactants: BrC=1C=2C3=C(C(NC2C=CC1OC)=O)SC=C3 (9-bromo-8-methoxythieno[2,3-c]quinolin-4(5H)-one), FC1=C(C=CC(=C1)B1OC(C(O1)(C)C)(C)C)C(CNC(OC(C)(C)C)=O)C (tert-butyl 2-(2-fluoro-4-(4,4,5,5-tetramethyl-1,3,2-dioxaborolan-2-yl)phenyl)propylcarbamate). Product: FC1=C(C=CC(=C1)C=1C=2C3=C(C(NC2C=CC1OC)=O)SC=C3)C(CNC(OC(C)(C)C)=O)C (tert-Butyl 2-(2-fluoro-4-(8-methoxy-4-oxo-4,5-dihydrothieno[2,3-c]quinolin-9-yl)phenyl)propylcarbamate).